Dataset: the Open Reaction Database (ORD), a public repository of structured organic reaction records. Task: describe an organic reaction: reactants, conditions, products, and yield The reactants are C1(=CC=CC=C1)P(C1=CC=CC=C1)C1=CC=CC=C1 (triphenylphosphine), N(=NC(=O)OCC)C(=O)OCC (diethyl azodicarboxylate), N(=NC(=O)OCC)C(=O)OCC (diethyl azodicarboxylate), COC1=C(C=CC=C1)S(=O)(=O)OC=1C=C(C=C(C1)C)O (3-(2-methoxyphenylsulfonyloxy)-5-methylphenol), C(CCCO)O (1,4-butanediol), C1(=CC=CC=C1)P(C1=CC=CC=C1)C1=CC=CC=C1 (triphenylphosphine). Solvent: O1CCCC1 (tetrahydrofuran). Conditions: temperature 0 celsius, time 15 minute. Yields the product COC1=C(C=CC=C1)S(=O)(=O)OC=1C=C(OCCCCO)C=C(C1)C (4-[3-(2-Methoxyphenylsulfonyloxy)-5-methylphenoxy]butanol). Isolated yield 38.8%. As a reaction SMILES: [CH3:1][O:2][C:3]1[CH:8]=[CH:7][CH:6]=[CH:5][C:4]=1[S:9]([O:12][C:13]1[CH:14]=[C:15]([OH:20])[CH:16]=[C:17]([CH3:19])[CH:18]=1)(=[O:11])=[O:10].[CH2:21](O)[CH2:22][CH2:23][CH2:24][OH:25].C1(P(C2C=CC=CC=2)C2C=CC=CC=2)C=CC=CC=1.N(C(OCC)=O)=NC(OCC)=O>O1CCCC1>[CH3:1][O:2][C:3]1[CH:8]=[CH:7][CH:6]=[CH:5][C:4]=1[S:9]([O:12][C:13]1[CH:14]=[C:15]([CH:16]=[C:17]([CH3:19])[CH:18]=1)[O:20][CH2:21][CH2:22][CH2:23][CH2:24][OH:25])(=[O:10])=[O:11]. Procedure details: A solution of 3-(2-methoxyphenylsulfonyloxy)-5-methylphenol (177 mg, 0.60 mmol, as prepared in step b of example 8), 1,4-butanediol (0.53 mL, 6.0 mmol), triphenylphosphine (316 mg, 1.2 mmol), and anhydrous tetrahydrofuran (4 mL) was cooled to 0° C., then diethyl azodicarboxylate (0.20 mL, 1.2 mmol) was added dropwise over 5 minutes. The solution was stirred at 0° C. for 15 min and then at ambient temperature overnight. Additional triphenylphosphine (3×320 mg) and diethyl azodicarboxylate (3×0.20...